Dataset: the Open Reaction Database (ORD), a public repository of structured organic reaction records. Task: describe an organic reaction: reactants, conditions, products, and yield Starting materials: CN(C)C=NS(=O)(=O)C=1C(=CC=CC1)C1=CC=C(C=C1)CN (4′-Aminomethyl-biphenyl-2-sulfonic acid dimethylaminomethyleneamide), Cl (HCl). Solvent: CO (MeOH). The product is Cl.NCC1=CC=C(C=C1)C=1C(=CC=CC1)S(=O)(=O)N (4′-Aminomethyl-biphenyl-2-sulfonic acid amide hydrochloride). Reaction SMILES: CN(C=[N:5][S:6]([C:9]1[C:10]([C:15]2[CH:20]=[CH:19][C:18]([CH2:21][NH2:22])=[CH:17][CH:16]=2)=[CH:11][CH:12]=[CH:13][CH:14]=1)(=[O:8])=[O:7])C.[ClH:23]>CO>[ClH:23].[NH2:22][CH2:21][C:18]1[CH:19]=[CH:20][C:15]([C:10]2[C:9]([S:6]([NH2:5])(=[O:7])=[O:8])=[CH:14][CH:13]=[CH:12][CH:11]=2)=[CH:16][CH:17]=1 |f:3.4|. Procedure: 400 mg of 4′-Aminomethyl-biphenyl-2-sulfonic acid dimethylaminomethyleneamide were treated with 10 ml MeOH and 4 ml conc. HCl and refluxed for 1 h. Solvent and HCl were evaporated and the product used without purification.